Dataset: the Open Reaction Database (ORD), a public repository of structured organic reaction records. Task: describe an organic reaction: reactants, conditions, products, and yield Reactants: C12(CC3CC(CC(C1)C3)C2)C(=O)O (1-Adamantanecarboxylic acid), C(C)N(CC)C(C(C(F)(F)F)F)(F)F (N,N-diethyl-1,1,2,3,3,3-hexafluoropropylamine), COC1=CC=C(C=C1)N (p-anisidine). The solvent is C(C)OCC (ethyl ether). The product is COC1=CC=C(C=C1)NC(=O)C12CC3CC(CC(C1)C3)C2 (N-p-methoxyphenyl-1-adamantanecarboxamide). As a reaction SMILES: [C:1]12([C:11]([OH:13])=O)[CH2:10][CH:5]3[CH2:6][CH:7]([CH2:9][CH:3]([CH2:4]3)[CH2:2]1)[CH2:8]2.C(N(C(F)(F)C(F)C(F)(F)F)CC)C.[CH3:28][O:29][C:30]1[CH:35]=[CH:34][C:33]([NH2:36])=[CH:32][CH:31]=1>C(OCC)C>[CH3:28][O:29][C:30]1[CH:35]=[CH:34][C:33]([NH:36][C:11]([C:1]23[CH2:10][CH:5]4[CH2:6][CH:7]([CH2:9][CH:3]([CH2:4]4)[CH2:2]2)[CH2:8]3)=[O:13])=[CH:32][CH:31]=1. Procedure details: 1-Adamantanecarboxylic acid (10.8 g, 0.06 mole) was dissolved in N,N-diethyl-1,1,2,3,3,3-hexafluoropropylamine (13.4 g, 0.06 mole) as described in example 1. After the reaction mixture cooled to room temperature, a solution of p-anisidine (18.5 g, 0. 15 mole) in ethyl ether (minimum amount) was added and the reaction mixture was stirred for about an hour. The ethyl ether was removed at the rotary evaporator and the N-p-methoxyphenyl-1-adamantanecarboxamide was isolated as described in example 1 ... The reactants are BrC1=C2C=CC=C(C2=CC=C1)C(=O)O (5-Bromonapthoic acid), S(=O)(Cl)Cl (thionyl chloride), CO (methanol). Isolated yield 98.0%. Product: BrC1=C2C=CC=C(C2=CC=C1)C(=O)OC (Methyl 5-bromo-1-napthoate). Procedure: 5-Bromonapthoic acid (J Chem. Soc., 1950, 991) (5.13 g, 20 mmol) was added to a solution of thionyl chloride (10 ml) in methanol (200 ml). The mixture was stirred at reflux for 4 h, yielding a dark brown solution. On cooling, the title compound precipitated as a light brown solid, which was filtered off and dried, yielding 5.34 g material (98%). RXN SMILES: [Br:1][C:2]1[CH:11]=[CH:10][CH:9]=[C:8]2[C:3]=1[CH:4]=[CH:5][CH:6]=[C:7]2[C:12]([OH:14])=[O:13].S(Cl)(Cl)=O.[CH3:19]O>>[Br:1][C:2]1[CH:11]=[CH:10][CH:9]=[C:8]2[C:3]=1[CH:4]=[CH:5][CH:6]=[C:7]2[C:12]([O:14][CH3:19])=[O:13]. Starting materials: C1CCOC1, CCN(C(C)C)C(C)C, CC(C)(C)OC(=O)N1CCc2c(n(CCN)c3ccccc23)CC1, O=C(O)CC(O)(CC(=O)O)C(=O)O, O=S(=O)(Cl)c1ccccc1. The product is CC(C)(C)OC(=O)N1CCc2c(n(CCNS(=O)(=O)c3ccccc3)c3ccccc23)CC1. RXN SMILES: [CH2:57]1[O:58][CH2:59][CH2:60][CH2:61]1.[CH:25]([N:26]([CH:27]([CH3:28])[CH3:29])[CH2:30][CH3:31])([CH3:32])[CH3:33].[NH2:1][CH2:2][CH2:3][n:4]1[c:5]2[c:6]([c:7]3[cH:8][cH:9][cH:10][cH:11][c:12]13)[CH2:13][CH2:14][N:15]([C:18](=[O:19])[O:20][C:21]([CH3:22])([CH3:23])[CH3:24])[CH2:16][CH2:17]2.[OH:44][C:45]([CH2:46][C:47]([C:48](=[O:49])[OH:50])([CH2:51][C:52](=[O:53])[OH:54])[OH:55])=[O:56].[c:34]1([S:40](=[O:41])(=[O:42])[Cl:43])[cH:35][cH:36][cH:37][cH:38][cH:39]1>>[NH:1]([CH2:2][CH2:3][n:4]1[c:5]2[c:6]([c:7]3[cH:8][cH:9][cH:10][cH:11][c:12]13)[CH2:13][CH2:14][N:15]([C:18](=[O:19])[O:20][C:21]([CH3:22])([CH3:23])[CH3:24])[CH2:16][CH2:17]2)[S:40]([c:34]1[cH:35][cH:36][cH:37][cH:38][cH:39]1)(=[O:41])=[O:42]. Reactants: ClCC(COC1=CC=C(C=C1)OCC1=CC=CC=C1)O ((RS)-1-chloro-3-[4-(benzyloxy)phenoxy]-2-propanol), C(C1=CC=CC=C1)C1(CCNCC1)O (4-benzyl-4-hydroxy-piperidine). Product: C(C1=CC=CC=C1)C1(CCN(CC1)CC(COC1=CC=C(C=C1)OCC1=CC=CC=C1)O)O ((RS)-4-Benzyl-1-[3-(4-benzyloxy-phenoxy)-2-hydroxy-propyl]-piperidin-4-ol). RXN SMILES: Cl[CH2:2][CH:3]([OH:20])[CH2:4][O:5][C:6]1[CH:11]=[CH:10][C:9]([O:12][CH2:13][C:14]2[CH:19]=[CH:18][CH:17]=[CH:16][CH:15]=2)=[CH:8][CH:7]=1.[CH2:21]([C:28]1([OH:34])[CH2:33][CH2:32][NH:31][CH2:30][CH2:29]1)[C:22]1[CH:27]=[CH:26][CH:25]=[CH:24][CH:23]=1>>[CH2:21]([C:28]1([OH:34])[CH2:33][CH2:32][N:31]([CH2:2][CH:3]([OH:20])[CH2:4][O:5][C:6]2[CH:11]=[CH:10][C:9]([O:12][CH2:13][C:14]3[CH:19]=[CH:18][CH:17]=[CH:16][CH:15]=3)=[CH:8][CH:7]=2)[CH2:30][CH2:29]1)[C:22]1[CH:23]=[CH:24][CH:25]=[CH:26][CH:27]=1. Procedure details: The title compound was prepared from (RS)-1-chloro-3-[4-(benzyloxy)phenoxy]-2-propanol and 4-benzyl-4-hydroxy-piperidine. Starting materials: CC(C)(C)OC(=O)Nc1cc2nc(Cl)nc(N3CCOCC3)c2s1, ClCCl, O=C(O)C(F)(F)F. Product: Nc1cc2nc(Cl)nc(N3CCOCC3)c2s1. As a reaction SMILES: [Cl:1][c:2]1[n:3][c:4]([N:19]2[CH2:20][CH2:21][O:22][CH2:23][CH2:24]2)[c:5]2[c:6]([n:7]1)[cH:8][c:9]([NH:11][C:12](=[O:13])[O:14][C:15]([CH3:16])([CH3:17])[CH3:18])[s:10]2.[Cl:25][CH2:26][Cl:27].[F:28][C:29]([F:30])([F:31])[C:32]([OH:33])=[O:34]>>[Cl:1][c:2]1[n:3][c:4]([N:19]2[CH2:20][CH2:21][O:22][CH2:23][CH2:24]2)[c:5]2[c:6]([n:7]1)[cH:8][c:9]([NH2:11])[s:10]2. Product: COC=1C=C(C=CC1C1=CN=CO1)NC(CNC1=CC=CC=C1)=O (N-[3-Methoxy-4-(5-oxazolyl)phenyl]-N2-phenylglycinamide). Starting materials: ClCC(=O)NC1=CC(=C(C=C1)C1=CN=CO1)OC (2-Chloro-N-[3-Methoxy-4-(5-oxazolyl)phenyl]-acetamide), NC1=CC=CC=C1 (aniline). Reaction SMILES: Cl[CH2:2][C:3]([NH:5][C:6]1[CH:11]=[CH:10][C:9]([C:12]2[O:16][CH:15]=[N:14][CH:13]=2)=[C:8]([O:17][CH3:18])[CH:7]=1)=[O:4].[NH2:19][C:20]1[CH:25]=[CH:24][CH:23]=[CH:22][CH:21]=1>CN(C=O)C>[CH3:18][O:17][C:8]1[CH:7]=[C:6]([NH:5][C:3](=[O:4])[CH2:2][NH:19][C:20]2[CH:25]=[CH:24][CH:23]=[CH:22][CH:21]=2)[CH:11]=[CH:10][C:9]=1[C:12]1[O:16][CH:15]=[N:14][CH:13]=1. Procedure: A solution of 2A (30.0 mg, 0.11 mmol) and aniline (30 μL, 0.33 mmol) in DMF (0.1 mL) was heated at 100° C. for 2.5 h. After the reaction had cooled, the solvent was removed under reduced pressure, and the residue was subjected to preparative HPLC to give 2 as a yellow solid. LCIMS: ret. timeA=3.576 min., MS (M+H)+=324. The solvent is CN(C)C=O (DMF). The reactants are Cl/C=1/C(=O)OC(\C1)=O (monochloromaleic anhydride), Cl/C/1=C(/C(=O)OC1=O)\Cl (dichloromaleic anhydride), C1=CC=CC=2SC3=CC=CC=C3NC12 (phenothiazine), 90/10, C=CC(=C)Cl (chloroprene), Cl (HCl). Run in O (water). Run at temperature 105 celsius. Yields the product ClC=1CC2=C(C(=O)OC2=O)CC1 (4-chloro-3,6-dihydrophthalic anhydride). Reaction SMILES: Cl[C:2]1[C:3]([O:5][C:6](=[O:8])[CH:7]=1)=[O:4].[Cl:9][C:10]1=[C:11](Cl)[C:12](O[C:15]1=O)=O.C1C2NC3C(=CC=CC=3)SC=2C=CC=1.C=CC(Cl)=C.Cl>O>[Cl:9][C:10]1[CH2:15][C:7]2[C:6](=[O:8])[O:5][C:3](=[O:4])[C:2]=2[CH2:12][CH:11]=1. Procedure details: A 3-necked 50 mL flask was equipped with a pressure equalizing addition funnel, a thermocouple well with thermocouple, a water cooled condensor and a magnetic stir bar. The flask was charged with 13.2 g (0.10 mol) of a 90/10 GC area % mixture of monochloromaleic anhydride and dichloromaleic anhydride and 50 mg of phenothiazine. The contents of the flask were heated to 80 to 130° C. and 8.8 g (0.1 mol) of chloroprene was added over 15 to 30 minutes. HCl gas was observed evolving from the reactor....